From a dataset of the Open Reaction Database (ORD), a public repository of structured organic reaction records. describe an organic reaction: reactants, conditions, products, and yield The reactants are COC1=CC(=C(OCCCN2CCOCC2)C=C1)C=NCCC1=CC=CC=C1 (4-[3-[4-methoxy-2-[[(2-phenylethyl)imino]methyl]phenoxy]propyl]morpholine), [BH4-].[Na+] (sodium borohydride), O (water). Solvent: CO (methanol). Run at temperature 35 celsius, time 3 hour. The product is COC1=CC(=C(OCCCN2CCOCC2)C=C1)CNCCC1=CC=CC=C1 (4-[3-[4-Methoxy-2-[[(2-phenylethyl)amino]methyl]phenoxy]propyl]morpholine). Isolated yield 79.4%. Reaction SMILES: [CH3:1][O:2][C:3]1[CH:18]=[CH:17][C:6]([O:7][CH2:8][CH2:9][CH2:10][N:11]2[CH2:16][CH2:15][O:14][CH2:13][CH2:12]2)=[C:5]([CH:19]=[N:20][CH2:21][CH2:22][C:23]2[CH:28]=[CH:27][CH:26]=[CH:25][CH:24]=2)[CH:4]=1.[BH4-].[Na+].O>CO>[CH3:1][O:2][C:3]1[CH:18]=[CH:17][C:6]([O:7][CH2:8][CH2:9][CH2:10][N:11]2[CH2:16][CH2:15][O:14][CH2:13][CH2:12]2)=[C:5]([CH2:19][NH:20][CH2:21][CH2:22][C:23]2[CH:24]=[CH:25][CH:26]=[CH:27][CH:28]=2)[CH:4]=1 |f:1.2|. Procedure: A stirred solution of 4-[3-[4-methoxy-2-[[(2-phenylethyl)imino]methyl]phenoxy]propyl]morpholine (41.7 g) in 190 ml of methanol is reduced with 12.4 g of sodium borohydride (added portionwise). A cold water bath is used to maintain the temperature of the reaction mixture at 35° C. After 3 hours, the solvent is treated with water and the product is extracted two times with ether. The ether fractions are combined, treated with water, dried and concentrated to give 33.3 g of the title compound, boil... Reaction SMILES: Br[CH2:2][CH2:3][CH2:4][C:5]([C:11]1[CH:16]=[CH:15][C:14]([O:17][CH3:18])=[C:13]([O:19][CH3:20])[CH:12]=1)([CH:8]([CH3:10])[CH3:9])[C:6]#[N:7].[CH3:21][NH:22][CH2:23][CH2:24][C:25]1[CH:34]=[CH:33][C:28]([C:29]([O:31][CH3:32])=[O:30])=[CH:27][CH:26]=1>>[C:6]([C:5]([C:11]1[CH:16]=[CH:15][C:14]([O:17][CH3:18])=[C:13]([O:19][CH3:20])[CH:12]=1)([CH:8]([CH3:10])[CH3:9])[CH2:4][CH2:3][CH2:2][N:22]([CH3:21])[CH2:23][CH2:24][C:25]1[CH:34]=[CH:33][C:28]([C:29]([O:31][CH3:32])=[O:30])=[CH:27][CH:26]=1)#[N:7]. Reactants: BrCCCC(C#N)(C(C)C)C1=CC(=C(C=C1)OC)OC (5-Bromo-2-(3,4-dimethoxyphenyl)-2-isopropylpentanenitrile), CNCCC1=CC=C(C(=O)OC)C=C1 (Methyl 4-(2-(methylamino)ethyl)benzoate). Reported procedure: Reaction of 1f with 2b produced 3g. MS found M+H=453. The oxalate salt of 3g was recrystallized from ethyl acetate; mp 130-131° C. Product: C(#N)C(CCCN(CCC1=CC=C(C(=O)OC)C=C1)C)(C(C)C)C1=CC(=C(C=C1)OC)OC (Methyl 4-(2-((4-cyano-4-(3,4-dimethoxyphenyl)-5-methylhexyl)(methyl)amino)ethyl)benzoate). Starting materials: Brc1ccc2nccc(Oc3ccccc3)c2c1, [Li]CCCC, C1CCOC1, CN(C)C=O, [Cl-], [NH4+]. Yields the product O=Cc1ccc2nccc(Oc3ccccc3)c2c1. Reaction SMILES: [Br:1][c:2]1[cH:3][c:4]2[c:5]([O:12][c:13]3[cH:14][cH:15][cH:16][cH:17][cH:18]3)[cH:6][cH:7][n:8][c:9]2[cH:10][cH:11]1.[CH2:19]([Li:20])[CH2:21][CH2:22][CH3:23].[CH2:29]1[O:30][CH2:31][CH2:32][CH2:33]1.[CH3:24][N:25]([CH:26]=[O:27])[CH3:28].[Cl-:34].[NH4+:35]>>[c:2]1([CH:26]=[O:27])[cH:3][c:4]2[c:5]([O:12][c:13]3[cH:14][cH:15][cH:16][cH:17][cH:18]3)[cH:6][cH:7][n:8][c:9]2[cH:10][cH:11]1. Reactants: C(C)(C)(C)OC(=O)NCC=1C(=C(C=CC1N1N=CC=C1)NC(=S)N)C (N-(3-((tert-butoxycarbonyl)aminomethyl)-2-methyl-4-(pyrazol-1-yl)phenyl)thiourea), C(C)I (ethyl iodide). The solvent is C(C)#N (acetonitrile). Product: C(C)(C)(C)OC(=O)NCC=1C(=C(C=CC1N1N=CC=C1)NC(SCC)=N)C (N-(3-((tert-butoxycarbonyl)aminomethyl)-2-methyl-4-(pyrazol-1-yl)phenyl)-S-ethylisothiourea). Yield: 95.0%. RXN SMILES: [C:1]([O:5][C:6]([NH:8][CH2:9][C:10]1[C:11]([CH3:25])=[C:12]([NH:21][C:22]([NH2:24])=[S:23])[CH:13]=[CH:14][C:15]=1[N:16]1[CH:20]=[CH:19][CH:18]=[N:17]1)=[O:7])([CH3:4])([CH3:3])[CH3:2].[CH2:26](I)[CH3:27]>C(#N)C>[C:1]([O:5][C:6]([NH:8][CH2:9][C:10]1[C:11]([CH3:25])=[C:12]([NH:21][C:22](=[NH:24])[S:23][CH2:26][CH3:27])[CH:13]=[CH:14][C:15]=1[N:16]1[CH:20]=[CH:19][CH:18]=[N:17]1)=[O:7])([CH3:4])([CH3:3])[CH3:2]. Procedure details: A mixture of the compound (47 mg) obtained in Example 7e, ethyl iodide (0.026 ml) and acetonitrile (1 ml) was heated under reflux for 4 hours and then concentrated at reduced pressure. Saturated sodium hydrogencarbonate solution was added to the resulting residue and extraction with chloroform was conducted. The organic layer was dried with anhydrous magnesium sulfate and then concentrated at reduced pressure. The resulting residue was purified by silica gel column chromatography (eluent; chloro... The reactants are II, 2-Cl-4-CH3OC6H3, [H-].[Li+] (lithium hydride), C(C(=O)C)P(OCC)(OCC)=O (diethyl acetonylphosphonate), ClC1=C(OCCCCCCI)C=CC(=C1)OC (6-(2-chloro-4-methoxyphenoxy)hexyl iodide). Yields the product C(C)(=O)C(CCCCCCOC1=C(C=C(C=C1)OC)Cl)P(OCC)(OCC)=O (diethyl [1-acetyl-7-(2-chloro-4-methoxyphenoxy)heptyl]phosphonate). Isolated yield 19.3%. As a reaction SMILES: [H-].[Li+].[CH2:3]([P:7](=[O:14])([O:11][CH2:12][CH3:13])[O:8][CH2:9][CH3:10])[C:4]([CH3:6])=[O:5].[Cl:15][C:16]1[CH:29]=[C:28]([O:30][CH3:31])[CH:27]=[CH:26][C:17]=1[O:18][CH2:19][CH2:20][CH2:21][CH2:22][CH2:23][CH2:24]I>>[C:4]([CH:3]([P:7](=[O:14])([O:8][CH2:9][CH3:10])[O:11][CH2:12][CH3:13])[CH2:24][CH2:23][CH2:22][CH2:21][CH2:20][CH2:19][O:18][C:17]1[CH:26]=[CH:27][C:28]([O:30][CH3:31])=[CH:29][C:16]=1[Cl:15])(=[O:5])[CH3:6] |f:0.1|. Procedure details: [II; Ar is 2-Cl-4-CH3OC6H3, Y is O(CH2)6, R is C2H5, R' is CH3CO] was prepared from 0.47 g of lithium hydride, 11.6 g of diethyl acetonylphosphonate and 22 g of 6-(2-chloro-4-methoxyphenoxy)hexyl iodide according to the procedure of Example 2(b). The product was chromatographed on Florisil and further purified by preparative TLC on silica gel to give 5.0 g of diethyl [1-acetyl-7-(2-chloro-4-methoxyphenoxy)heptyl]phosphonate as a yellow oil; MIC vs. herpes simplex type 2=6 mcg/ml. The IR and NMR ... Starting materials: ClC1=C(C=O)C=C(C=C1)[N+](=O)[O-] (chloro-5-nitrobenzaldehyde), C(CC(=O)O)(=O)O (malonic acid). Run in N1=CC=CC=C1 (pyridine), N1CCCCC1 (piperidine). Conditions: temperature 100 celsius. Yields the product ClC1=C(C=C(C=C1)[N+](=O)[O-])C=CC(=O)O (3-(2-chloro-5-nitrophenyl)-2-propenoic acid). Yield: 80.0%. RXN SMILES: [Cl:1][C:2]1[CH:9]=[CH:8][C:7]([N+:10]([O-:12])=[O:11])=[CH:6][C:3]=1[CH:4]=O.C(O)(=O)[CH2:14][C:15]([OH:17])=[O:16]>N1C=CC=CC=1.N1CCCCC1>[Cl:1][C:2]1[CH:9]=[CH:8][C:7]([N+:10]([O-:12])=[O:11])=[CH:6][C:3]=1[CH:4]=[CH:14][C:15]([OH:17])=[O:16]. Procedure details: A mixture of 2 chloro-5-nitrobenzaldehyde (100 g., 0.54 mole), malonic acid (122 g., 1.2 mole) in pyridine (300 ml) and piperidine (5 ml) was heated at 100° C. for one hour, during which time considerable gassing occurred. After refluxing the reaction mixture for a further few minutes, it was then cooled. The resulting precipitate was collected, washed with water and dried to give an 80% yield, m.p. 226°-228° C. Starting materials: ClC1=NC=C(C(=N1)NC1=CC(=CC=C1)O)F (2-chloro-5-fluoro-N4-(3-hydroxyphenyl)-4-pyrimidineamine), ClC=1C=C(N)C=C(C1O)C (3-chloro-4-hydroxy-5-methylaniline). Product: ClC=1C=C(C=C(C1O)C)NC1=NC=C(C(=N1)NC1=CC(=CC=C1)O)F (N2-(3-chloro-4-hydroxy-5-methylphenyl)-5-fluoro-N4-(3-hydroxyphenyl)-2,4-pyrimidinediamine). RXN SMILES: Cl[C:2]1[N:7]=[C:6]([NH:8][C:9]2[CH:14]=[CH:13][CH:12]=[C:11]([OH:15])[CH:10]=2)[C:5]([F:16])=[CH:4][N:3]=1.[Cl:17][C:18]1[CH:19]=[C:20]([CH:22]=[C:23]([CH3:26])[C:24]=1[OH:25])[NH2:21]>>[Cl:17][C:18]1[CH:19]=[C:20]([NH:21][C:2]2[N:7]=[C:6]([NH:8][C:9]3[CH:14]=[CH:13][CH:12]=[C:11]([OH:15])[CH:10]=3)[C:5]([F:16])=[CH:4][N:3]=2)[CH:22]=[C:23]([CH3:26])[C:24]=1[OH:25]. Procedure: In like manner to the preparation of N4-(3,4-ethylenedioxyphenyl)-5-fluoro-N2-(3-hydroxyphenyl)-2,4-pyrimidinediamine, the reaction of 2-chloro-5-fluoro-N4-(3-hydroxyphenyl)-4-pyrimidineamine with 3-chloro-4-hydroxy-5-methylaniline gave N2-(3-chloro-4-hydroxy-5-methylphenyl)-5-fluoro-N4-(3-hydroxyphenyl)-2,4-pyrimidinediamine. LCMS: retn, time: 19.20 min.; purity: 94%; MS (m/e): 360 (M+); 1H NMR (CDCl3): δ 7.93 (1H, d, J=3.1 Hz), 7.54 (1H, d, J=2.6 Hz), 7.30 (1H, t, J=2.1 Hz), 7.21 (1H, t, J=7.9...